This data is from the Open Reaction Database (ORD), a public repository of structured organic reaction records. The task is: describe an organic reaction: reactants, conditions, products, and yield Reactants: ClC1=CNC2=CC(=CC=C12)C(=O)NC(COCC1CCNCC1)C1=NC=CC=C1 (3-chloro-N-[1-(2-pyridinyl)-2-(piperidin-4-ylmethoxy)ethyl]-1H-indole-6-carboxamide), C=O (paraformaldehyde). Product: ClC1=CNC2=CC(=CC=C12)C(=O)NC(COCC1CCN(CC1)C)C1=NC=CC=C1 (3-Chloro-N-[1-(2-pyridinyl)-2-(1-methylpiperidin-4-yl-methoxy)ethyl]-1H-indole-6-carboxamide). RXN SMILES: [Cl:1][C:2]1[C:10]2[C:5](=[CH:6][C:7]([C:11]([NH:13][CH:14]([C:24]3[CH:29]=[CH:28][CH:27]=[CH:26][N:25]=3)[CH2:15][O:16][CH2:17][CH:18]3[CH2:23][CH2:22][NH:21][CH2:20][CH2:19]3)=[O:12])=[CH:8][CH:9]=2)[NH:4][CH:3]=1.[CH2:30]=O>>[Cl:1][C:2]1[C:10]2[C:5](=[CH:6][C:7]([C:11]([NH:13][CH:14]([C:24]3[CH:29]=[CH:28][CH:27]=[CH:26][N:25]=3)[CH2:15][O:16][CH2:17][CH:18]3[CH2:19][CH2:20][N:21]([CH3:30])[CH2:22][CH2:23]3)=[O:12])=[CH:8][CH:9]=2)[NH:4][CH:3]=1. Reported procedure: Using alkylation method B, 3-chloro-N-[1-(2-pyridinyl)-2-(piperidin-4-ylmethoxy)ethyl]-1H-indole-6-carboxamide (30 mg, 0.07 mmol) and paraformaldehyde (15 mg, 0.12 mmol) afforded, after purification (SiO2: 10% isopropylamine in DCM), 20 mg (65%) of the title compound. Reactants: C(#N)C1=C(C=C(C=C1)C(F)(F)F)N=NNC1=C(C=CC(=C1)C(F)(F)F)C#N (1,3-bis(2cyano-5-trifluoromethylphenyl)triazene), C(CC)N=C=O (propyl isocyanate). Solvent: CCOCC (ether). Run at time 24 hour. Yields the product C(CC)NC(=O)N(N=NC1=C(C=CC(=C1)C(F)(F)F)C#N)C1=C(C=CC(=C1)C(F)(F)F)C#N (3-(N-propylcarbamoyl)-1,3-bis(2-cyano-5-trifluoromethylphenyl)triazene). As a reaction SMILES: [C:1]([C:3]1[CH:8]=[CH:7][C:6]([C:9]([F:12])([F:11])[F:10])=[CH:5][C:4]=1[N:13]=[N:14][NH:15][C:16]1[CH:21]=[C:20]([C:22]([F:25])([F:24])[F:23])[CH:19]=[CH:18][C:17]=1[C:26]#[N:27])#[N:2].[CH2:28]([N:31]=[C:32]=[O:33])[CH2:29][CH3:30]>CCOCC>[CH2:28]([NH:31][C:32]([N:13]([C:4]1[CH:5]=[C:6]([C:9]([F:12])([F:11])[F:10])[CH:7]=[CH:8][C:3]=1[C:1]#[N:2])[N:14]=[N:15][C:16]1[CH:21]=[C:20]([C:22]([F:23])([F:24])[F:25])[CH:19]=[CH:18][C:17]=1[C:26]#[N:27])=[O:33])[CH2:29][CH3:30]. Procedure details: To a solution of 5.4 g. (0.014 mol.) of 1,3-bis(2cyano-5-trifluoromethylphenyl)triazene in 500 ml. of ether is added 15 ml. of propyl isocyanate. The reaction mixture is stirred at 25° for 24 hours after which time the precipitated product is collected by filtration and washed with ether to give 3-(N-propylcarbamoyl)-1,3-bis(2-cyano-5-trifluoromethylphenyl)triazene, m.p. 138°-140° (dec.). Reaction SMILES: [F:17][c:18]1[cH:19][cH:20][c:21]([CH2:22][N:23]2[CH:24]([CH3:25])[CH2:26][N:27]([c:28]3[s:29][c:30]([C:31]([OH:32])=[O:33])[c:34]([CH3:35])[n:36]3)[C:37]2=[O:38])[cH:39][cH:40]1.[F:41][c:42]1[cH:43][c:44]([CH2:45][N:46]2[C:47](=[O:61])[N:48]([c:52]3[s:53][c:54]([C:58](=[O:59])[OH:60])[c:55]([CH3:57])[n:56]3)[CH2:49][CH:50]2[CH3:51])[cH:62][c:63]([F:65])[cH:64]1.[n:1]1[cH:2][cH:3][cH:4][c:5]([CH2:6][NH2:7])[cH:8]1.[n:9]1[c:10]([CH2:15][NH2:16])[cH:11][cH:12][cH:13][cH:14]1>>[n:9]1[c:10]([CH2:15][NH:16][C:58]([c:54]2[s:53][c:52]([N:48]3[C:47](=[O:61])[N:46]([CH2:45][c:44]4[cH:43][c:42]([F:41])[cH:64][c:63]([F:65])[cH:62]4)[CH:50]([CH3:51])[CH2:49]3)[n:56][c:55]2[CH3:57])=[O:59])[cH:11][cH:12][cH:13][cH:14]1. The reactants are Cc1nc(N2CC(C)N(Cc3ccc(F)cc3)C2=O)sc1C(=O)O, Cc1nc(N2CC(C)N(Cc3cc(F)cc(F)c3)C2=O)sc1C(=O)O, NCc1cccnc1, NCc1ccccn1. Product: Cc1nc(N2CC(C)N(Cc3cc(F)cc(F)c3)C2=O)sc1C(=O)NCc1ccccn1. Starting materials: CC=1NC(N(C(C1C(=O)OC)C1=CC(=CC=C1)[N+](=O)[O-])C(=O)OC)=O (1,2,3,6-Tetrahydro-4-methyl-6-(3-nitrophenyl)-2-oxo-1, 5-pyrimidinedicarboxylic acid, dimethyl ester). Run in CC(=O)O (AcOH). Product: NC=1C=C(C=CC1)C1C(=C(NC(N1C(=O)OC)=O)C)C(=O)OC (6-(3-Aminophenyl)-1,2,3,6-tetrahydro-4-methyl-2-oxo-1, 5-pyrimidinedicarboxylic acid, dimethyl ester). Yield: 97.0%. Reaction SMILES: [CH3:1][C:2]1[NH:3][C:4](=[O:25])[N:5]([C:21]([O:23][CH3:24])=[O:22])[CH:6]([C:12]2[CH:17]=[CH:16][CH:15]=[C:14]([N+:18]([O-])=O)[CH:13]=2)[C:7]=1[C:8]([O:10][CH3:11])=[O:9]>CC(O)=O>[NH2:18][C:14]1[CH:13]=[C:12]([CH:6]2[N:5]([C:21]([O:23][CH3:24])=[O:22])[C:4](=[O:25])[NH:3][C:2]([CH3:1])=[C:7]2[C:8]([O:10][CH3:11])=[O:9])[CH:17]=[CH:16][CH:15]=1. Reported procedure: The title compound was prepared from the compound of Example 7 according to the method described in Example 2 using AcOH as solvent. A white solid was obtained (97% yield): mp 190°-193° C.; 1H NMR (CDCl3) δ 7.65 (s, 1 H), 7.05 (t, 1 H, J=7.8 Hz), 6.69 (d, 1 H, J=7.8 Hz), 6.64 (s, 1 H), 6.57 (d, 1 H, J=7.8 Hz), 6.30 (s, 1 H), 3.86 (s, 3 H), 3.74 (s, 3 H), 2.36 (s, 3 H); 13C NMR (CDCl3) δ 165.6, 153.7, 150.1, 146.6, 145.7, 140.6, 129.6, 116.6, 114.9, 113.0, 105.0, 56.0, 54.3, 51.6, 18.1.